From a dataset of the Open Reaction Database (ORD), a public repository of structured organic reaction records. describe an organic reaction: reactants, conditions, products, and yield Reactants: C1CCOC1, O=C(CCC1CCCCC1)NC1N=C(c2ccccc2)c2ccccc2NC1=S, [Cl-], NCCO. The product is O=C(CCC1CCCCC1)NC1N=C(c2ccccc2)c2ccccc2NC1=NCCO. As a reaction SMILES: [CH2:35]1[O:36][CH2:37][CH2:38][CH2:39]1.[CH:1]1([CH2:7][CH2:8][C:9](=[O:10])[NH:11][CH:12]2[C:13](=[S:29])[NH:14][c:15]3[c:16]([cH:25][cH:26][cH:27][cH:28]3)[C:17]([c:19]3[cH:20][cH:21][cH:22][cH:23][cH:24]3)=[N:18]2)[CH2:2][CH2:3][CH2:4][CH2:5][CH2:6]1.[Cl-:34].[NH2:30][CH2:31][CH2:32][OH:33]>>[CH:1]1([CH2:7][CH2:8][C:9](=[O:10])[NH:11][CH:12]2[C:13](=[N:30][CH2:31][CH2:32][OH:33])[NH:14][c:15]3[c:16]([cH:25][cH:26][cH:27][cH:28]3)[C:17]([c:19]3[cH:20][cH:21][cH:22][cH:23][cH:24]3)=[N:18]2)[CH2:2][CH2:3][CH2:4][CH2:5][CH2:6]1. Reported procedure: In a 500 mL-3n flask fitted with a stirrer and thermometer, 2.53 g. of propanesulfonyl chloride was added dropwise to 3.00 g. of 1-amino-2-(4-methoxyphenyl)propan-2-ol and 2.70 g. of DBU in THF (200 mL) while stirring at 0° C. under a nitrogen atmosphere. The reaction was allowed to warm to room temperature and stirred overnight at this temperature. In the morning, reaction was concentrated under reduced vacuum. The resulting oil was taken into ethyl acetate and the organic layer was washed two ... RXN SMILES: [CH2:1]([S:4](Cl)(=[O:6])=[O:5])[CH2:2]C.[NH2:8][CH2:9][C:10]([C:13]1[CH:18]=[CH:17][C:16]([O:19][CH3:20])=[CH:15][CH:14]=1)([OH:12])[CH3:11].[CH2:21]1CCN2C(=NCCC2)CC1>C1COCC1>[OH:12][C:10]([C:13]1[CH:14]=[CH:15][C:16]([O:19][CH3:20])=[CH:17][CH:18]=1)([CH3:11])[CH2:9][NH:8][S:4]([CH:1]([CH3:2])[CH3:21])(=[O:5])=[O:6]. The yield is 57.0%. Reaction conditions: time 8 hour. Product: OC(CNS(=O)(=O)C(C)C)(C)C1=CC=C(C=C1)OC ([2-Hydroxy-2-(4-methoxyphenyl)propyl][(methylethyl)sulfonyl]amine). Reactants: 3n, C(CC)S(=O)(=O)Cl (propanesulfonyl chloride), NCC(C)(O)C1=CC=C(C=C1)OC (1-amino-2-(4-methoxyphenyl)propan-2-ol), C1CCC2=NCCCN2CC1 (DBU). The solvent is C1CCOC1 (THF). Starting materials: CC(C)(C)OC(=O)NC1C(=O)N(OCc2ccccc2)C1COC(N)=O, CO. The product is CC(C)(C)OC(=O)NC1C(=O)N(O)C1COC(N)=O. RXN SMILES: [CH2:1]([c:2]1[cH:3][cH:4][cH:5][cH:6][cH:7]1)[O:8][N:9]1[C:10](=[O:26])[CH:11]([NH:18][C:19](=[O:20])[O:21][C:22]([CH3:23])([CH3:24])[CH3:25])[CH:12]1[CH2:13][O:14][C:15]([NH2:16])=[O:17].[CH3:27][OH:28]>>[OH:8][N:9]1[C:10](=[O:26])[CH:11]([NH:18][C:19](=[O:20])[O:21][C:22]([CH3:23])([CH3:24])[CH3:25])[CH:12]1[CH2:13][O:14][C:15]([NH2:16])=[O:17]. Reactants: [Cl-].[Al+3].[Cl-].[Cl-] (Aluminium chloride), ice, FC(C=1C=C(C(=O)Cl)C=CC1)(F)F (3-trifluoromethylbenzoyl chloride), C1(=CC=CC=C1)OC (anisole). The solvent is ClCCl (dichloromethane). Run at time 2 hour. Yields the product FC(C=1C=C(C(=O)C2=CC=C(C=C2)OC)C=CC1)(F)F (3-Trifluoromethyl-4'-methoxybenzophenone). RXN SMILES: [Cl-].[Al+3].[Cl-].[Cl-].[F:5][C:6]([F:17])([F:16])[C:7]1[CH:8]=[C:9]([CH:13]=[CH:14][CH:15]=1)[C:10](Cl)=[O:11].[C:18]1([O:24][CH3:25])[CH:23]=[CH:22][CH:21]=[CH:20][CH:19]=1>ClCCl>[F:5][C:6]([F:17])([F:16])[C:7]1[CH:8]=[C:9]([CH:13]=[CH:14][CH:15]=1)[C:10]([C:21]1[CH:22]=[CH:23][C:18]([O:24][CH3:25])=[CH:19][CH:20]=1)=[O:11] |f:0.1.2.3|. Procedure details: Aluminium chloride (15.5 g) was added over 2 hours in small portions to an ice-cooled solution of 3-trifluoromethylbenzoyl chloride (21.7 g) and anisole (12.5 g) in dichloromethane. After a further 2 hours at room temperature, the mixture was poured on to ice, extracted with dichloromethane and the extracts washed with water and dried (MgSO4). Removal of solvent gave a solid which was recrystallised first from light petrol (b.p. 60°-80°) and then from ethanol-water, giving white prisms of the ke... Starting materials: CCO, CC1=C(C(=O)O)C(c2ccccc2C(F)(F)F)C([N+](=O)[O-])=C(C)N1, O=S(=O)(O)O. Yields the product CC1=CC(c2ccccc2C(F)(F)F)C([N+](=O)[O-])=C(C)N1. RXN SMILES: [CH3:30][CH2:31][OH:32].[CH3:6][C:7]1=[C:12]([N+:13](=[O:14])[O-:15])[CH:11]([c:16]2[c:17]([C:22]([F:23])([F:24])[F:25])[cH:18][cH:19][cH:20][cH:21]2)[C:10]([C:26]([OH:27])=[O:28])=[C:9]([CH3:29])[NH:8]1.[S:1](=[O:2])(=[O:3])([OH:4])[OH:5]>>[CH3:6][C:7]1=[C:12]([N+:13](=[O:14])[O-:15])[CH:11]([c:16]2[c:17]([C:22]([F:23])([F:24])[F:25])[cH:18][cH:19][cH:20][cH:21]2)[CH:10]=[C:9]([CH3:29])[NH:8]1. Reactants: C(C)(=O)SCC(C(=O)N1[C@H](C(=O)O)CC(C1)=O)CSC(C)=O ((S)-1-[3-(Acetylthio)-2-(acetylthiomethyl)-1-oxopropyl]-4-oxo-L-proline), N (ammonia). The product is SCC(C(=O)N1[C@H](C(=O)O)CC(C1)=O)CS ((S)-1-(3-mercapto-2-mercaptomethyl-1-oxopropyl)-4-oxo-L-proline). RXN SMILES: C([S:4][CH2:5][CH:6]([CH2:18][S:19]C(=O)C)[C:7]([N:9]1[CH2:16][C:15](=[O:17])[CH2:14][C@H:10]1[C:11]([OH:13])=[O:12])=[O:8])(=O)C.N>>[SH:4][CH2:5][CH:6]([CH2:18][SH:19])[C:7]([N:9]1[CH2:16][C:15](=[O:17])[CH2:14][C@H:10]1[C:11]([OH:13])=[O:12])=[O:8]. Procedure details: The product from part (a) is hydrolyzed with concentrated ammonia according to the procedure of Example 2 to yield (S)-1-(3-mercapto-2-mercaptomethyl-1-oxopropyl)-4-oxo-L-proline. Reactants: CCOC(=O)c1ccc(C=CC(=O)NCC(=O)N(C)c2ccc(Cl)c(COc3cccc4c3nc(OC)n4C)c2Cl)cn1, CCO, [Na+], [OH-]. Yields the product COc1nc2c(OCc3c(Cl)ccc(N(C)C(=O)CNC(=O)C=Cc4ccc(C(=O)O)nc4)c3Cl)cccc2n1C. As a reaction SMILES: [CH2:1]([CH3:2])[O:3][C:4](=[O:5])[c:6]1[cH:7][cH:8][c:9]([CH:12]=[CH:13][C:14](=[O:15])[NH:16][CH2:17][C:18](=[O:19])[N:20]([CH3:21])[c:22]2[c:23]([Cl:43])[c:24]([CH2:25][O:26][c:27]3[cH:28][cH:29][cH:30][c:31]4[n:32]([CH3:38])[c:33]([O:36][CH3:37])[n:34][c:35]34)[c:39]([Cl:42])[cH:40][cH:41]2)[cH:10][n:11]1.[CH3:46][CH2:47][OH:48].[Na+:45].[OH-:44]>>[O:3]=[C:4]([OH:5])[c:6]1[cH:7][cH:8][c:9]([CH:12]=[CH:13][C:14](=[O:15])[NH:16][CH2:17][C:18](=[O:19])[N:20]([CH3:21])[c:22]2[c:23]([Cl:43])[c:24]([CH2:25][O:26][c:27]3[cH:28][cH:29][cH:30][c:31]4[n:32]([CH3:38])[c:33]([O:36][CH3:37])[n:34][c:35]34)[c:39]([Cl:42])[cH:40][cH:41]2)[cH:10][n:11]1.